From a dataset of the Open Reaction Database (ORD), a public repository of structured organic reaction records. describe an organic reaction: reactants, conditions, products, and yield The reactants are C=1(C(=CC(=CC1)O)O)C1=CC=CC=C1 (biphenyl-2,4-diol), [Cl-].[Al+3].[Cl-].[Cl-] (aluminum chloride), O (water), ClCC(=O)Cl (chloroacetyl chloride). Solvent: [N+](=O)([O-])C1=CC=CC=C1 (nitrobenzene). Reaction conditions: temperature 40 celsius, time 3 hour. Product: OC1=CC2=C(C(CO2)=O)C=C1C1=CC=CC=C1 (6-hydroxy-5-phenylbenzofuran-3(2H)-one). Isolated yield 40.8%. As a reaction SMILES: [C:1]1([C:9]2[CH:14]=[CH:13][CH:12]=[CH:11][CH:10]=2)[C:2]([OH:8])=[CH:3][C:4]([OH:7])=[CH:5][CH:6]=1.[Cl-].[Al+3].[Cl-].[Cl-].Cl[CH2:20][C:21](Cl)=[O:22].O>[N+](C1C=CC=CC=1)([O-])=O>[OH:8][C:2]1[C:1]([C:9]2[CH:14]=[CH:13][CH:12]=[CH:11][CH:10]=2)=[CH:6][C:5]2[C:21](=[O:22])[CH2:20][O:7][C:4]=2[CH:3]=1 |f:1.2.3.4|. Procedure details: A solution of biphenyl-2,4-diol (0.24 g, 1.3 mmol) in nitrobenzene (1.0 mL) was added with aluminum chloride (0.60 g, 4.5 mmol) at room temperature. Then, the reaction mixture was added with chloroacetyl chloride (0.60 g, 1.7 mmol) under ice cooling. The mixture was stirred at 40° C. for 3 hours, and then added with water, and the mixture was extracted with ethyl acetate. The organic layer was washed successively with water and saturated brine, and dried over anhydrous magnesium sulfate. The sol...